Dataset: the Open Reaction Database (ORD), a public repository of structured organic reaction records. Task: describe an organic reaction: reactants, conditions, products, and yield Starting materials: CC(C)(C)S(=O)N=C1c2cc(Br)ccc2CC12CCC2, C1COCCO1, CCOCC, Cl. Product: N=C1c2cc(Br)ccc2CC12CCC2. Reaction SMILES: [Br:2][c:3]1[cH:4][c:5]2[c:12]([cH:13][cH:14]1)[CH2:11][C:7]1([C:6]2=[N:15][S:16]([C:17]([CH3:18])([CH3:19])[CH3:20])=[O:21])[CH2:8][CH2:9][CH2:10]1.[CH2:27]1[O:28][CH2:29][CH2:30][O:31][CH2:32]1.[CH3:22][CH2:23][O:24][CH2:25][CH3:26].[ClH:1]>>[Br:2][c:3]1[cH:4][c:5]2[c:12]([cH:13][cH:14]1)[CH2:11][C:7]1([C:6]2=[NH:15])[CH2:8][CH2:9][CH2:10]1.